Task: describe an organic reaction: reactants, conditions, products, and yield. Dataset: the Open Reaction Database (ORD), a public repository of structured organic reaction records The reactants are C(C1=CC=CC=C1)SC=1C(=CSC1[N+](=O)[O-])C(=O)OC (Methyl 4-(benzylthio)-5-nitrothiophene-3-carboxylate), [H-].C(C(C)C)[Al+]CC(C)C (diisobutylaluminum hydride). The solvent is ClCCl (dichloromethane). Run at time 15 minute. Yields the product C(C1=CC=CC=C1)SC=1C(=CSC1[N+](=O)[O-])CO ([4-(benzylthio)-5-nitrothien-3-yl]methanol). Reaction SMILES: [CH2:1]([S:8][C:9]1[C:10]([C:17](OC)=[O:18])=[CH:11][S:12][C:13]=1[N+:14]([O-:16])=[O:15])[C:2]1[CH:7]=[CH:6][CH:5]=[CH:4][CH:3]=1.[H-].C([Al+]CC(C)C)C(C)C>ClCCl>[CH2:1]([S:8][C:9]1[C:10]([CH2:17][OH:18])=[CH:11][S:12][C:13]=1[N+:14]([O-:16])=[O:15])[C:2]1[CH:7]=[CH:6][CH:5]=[CH:4][CH:3]=1 |f:1.2|. Procedure details: Methyl 4-(benzylthio)-5-nitrothiophene-3-carboxylate (5 g, 16.2 mmol) in dichloromethane (150 mL) at −40° C. was reacted with diisobutylaluminum hydride (1 M in dichloromethane, 36 mL, 2.2 equivalents) added dropwise. The reaction was stirred for 15 minutes after complete addition, quenched with 10% aqueous sodium potassium tartrate solution and stirred at 25° C. for 1 hour. The organic layer was separated, filtered through Celite® (diatomaceous earth) and the filtrate was concentrated under red... Reaction SMILES: C(OC([N:8]1[CH2:16][C:15]2[C:10](=[CH:11][C:12]([C:23]([F:26])([F:25])[F:24])=[C:13]([N:17]3[CH2:22][CH2:21][O:20][CH2:19][CH2:18]3)[CH:14]=2)[CH2:9]1)=O)(C)(C)C.[ClH:27]>>[ClH:27].[N:17]1([C:13]2[CH:14]=[C:15]3[C:10](=[CH:11][C:12]=2[C:23]([F:26])([F:24])[F:25])[CH2:9][NH:8][CH2:16]3)[CH2:22][CH2:21][O:20][CH2:19][CH2:18]1 |f:2.3|. Reactants: C(C)(C)(C)OC(=O)N1CC2=CC(=C(C=C2C1)N1CCOCC1)C(F)(F)F (5-morpholin-4-yl-6-trifluoromethyl-1,3-dihydro-isoindole-2-carboxylic acid tert-butyl ester), Cl (hydrochloric acid). Reported procedure: Prepared in analogy to Example A3(e) from 5-morpholin-4-yl-6-trifluoromethyl-1,3-dihydro-isoindole-2-carboxylic acid tert-butyl ester and hydrochloric acid. Off-white solid. MS (m/e): 273.0 ([M+H]+, 100%). Yields the product Cl.N1(CCOCC1)C=1C=C2CNCC2=CC1C(F)(F)F (5-Morpholin-4-yl-6-trifluoromethyl-2,3-dihydro-1H-isoindole hydrochloride). Reactants: [BH3-]C#N, CC(=O)[O-], Cc1ccc(C2SCC(=O)CS2)cc1, CO, [NH4+], [Na+]. Product: Cc1ccc(C2SCC(N)CS2)cc1. RXN SMILES: [C:20](#[N:21])[BH3-:22].[CH3:16][C:17](=[O:18])[O-:19].[CH3:1][c:2]1[cH:3][cH:4][c:5]([CH:8]2[S:9][CH2:10][C:11](=[O:14])[CH2:12][S:13]2)[cH:6][cH:7]1.[CH3:24][OH:25].[NH4+:15].[Na+:23]>>[CH3:1][c:2]1[cH:3][cH:4][c:5]([CH:8]2[S:9][CH2:10][CH:11]([NH2:21])[CH2:12][S:13]2)[cH:6][cH:7]1. The reactants are FC1=C(C=C(C=C1)F)O (2,5-difluorophenol), BrBr (bromine). Solvent: C(Cl)(Cl)Cl (CHCl3). Reaction conditions: temperature 0 celsius, time 3 hour. Yields the product BrC1=CC(=C(C=C1F)O)F (4-Bromo-2,5-difluorophenol). The yield is 81.0%. Reaction SMILES: [F:1][C:2]1[CH:7]=[CH:6][C:5]([F:8])=[CH:4][C:3]=1[OH:9].[Br:10]Br>C(Cl)(Cl)Cl>[Br:10][C:6]1[C:5]([F:8])=[CH:4][C:3]([OH:9])=[C:2]([F:1])[CH:7]=1. Procedure: To a 250 mL RB flask fitted with magnetic stirrer was charged with 100 mL of CHCl3. To the stirred solvent were added 2,5-difluorophenol (5.0 g, 38.4 mmol), bromine (6.14 g, 38.4 mmol), at 0° C. and stirred at room temperature for 3 h. The reaction mixture was quenched with sodium thio sulphate solution (20 mL) and extracted with ethyl acetate (15 mL×2). The organic layer was washed with water (50 mL), followed by brine solution (20 mL). The organic layer was dried over anhydrous Na2SO4 and the ... Reactants: COC1=CC=C(C=C1)C(C1=CC=CC=C1)(C1=CC=C(C=C1)OC)NC1=N[C@](C(C(N1C)=O)(C)C)(C)C1=C(C=CC(=C1)Br)F ((S)-2-{[bis-(4-methoxy-phenyl)-phenyl-methyl]-amino}-6-(5-bromo-2-fluoro-phenyl)-3,5,5,6-tetramethyl-5,6-dihydro-3H-pyrimidin-4-one), COC1=CC=C(C=C1)C(C1=CC=CC=C1)(C1=CC=C(C=C1)OC)NC1=N[C@](C(C(N1C)=O)(C)C)(C)C1=C(C=CC(=C1)Br)F ((S)-2-{[bis-(4-methoxy-phenyl)-phenyl-methyl]-amino}-6-(5-bromo-2-fluoro-phenyl)-3,5,5,6-tetramethyl-5,6-dihydro-3H-pyrimidin-4-one), NC=1C=CC(=C(C#N)C1)C (5-amino-2-methyl-benzonitrile). Product: NC=1N(C(C([C@@](N1)(C)C=1C=C(C=CC1F)NC=1C=CC(=C(C#N)C1)C)(C)C)=O)C (5-[3-((S)-2-Amino-1,4,5,5-tetramethyl-6-oxo-1,4,5,6-tetrahydro-pyrimidin-4-yl)-4-fluoro-phenylamino]-2-methyl-benzonitrile). RXN SMILES: COC1C=CC(C([NH:24][C:25]2[N:30]([CH3:31])[C:29](=[O:32])[C:28]([CH3:34])([CH3:33])[C@:27]([C:36]3[CH:41]=[C:40](Br)[CH:39]=[CH:38][C:37]=3[F:43])([CH3:35])[N:26]=2)(C2C=CC(OC)=CC=2)C2C=CC=CC=2)=CC=1.[NH2:44][C:45]1[CH:46]=[CH:47][C:48]([CH3:53])=[C:49]([CH:52]=1)[C:50]#[N:51]>>[NH2:24][C:25]1[N:30]([CH3:31])[C:29](=[O:32])[C:28]([CH3:33])([CH3:34])[C@:27]([C:36]2[CH:41]=[C:40]([NH:44][C:45]3[CH:46]=[CH:47][C:48]([CH3:53])=[C:49]([CH:52]=3)[C:50]#[N:51])[CH:39]=[CH:38][C:37]=2[F:43])([CH3:35])[N:26]=1. Procedure details: The coupling of (S)-2-{[bis-(4-methoxy-phenyl)-phenyl-methyl]-amino}-6-(5-bromo-2-fluoro-phenyl)-3,5,5,6-tetramethyl-5,6-dihydro-3H-pyrimidin-4-one (intermediate K) and 5-amino-2-methyl-benzonitrile according to procedure B followed by deprotection yielded the title compound as an off-white solid. MS (ESI): m/z=394.1 [M+H]+.